From a dataset of the Open Reaction Database (ORD), a public repository of structured organic reaction records. describe an organic reaction: reactants, conditions, products, and yield The reactants are CO, ClC(Cl)Cl, COC(=O)c1nc(C(C)C)cs1. Yields the product CC(C)c1csc(CO)n1. As a reaction SMILES: [CH3:13][OH:14].[CH:15]([Cl:16])([Cl:17])[Cl:18].[CH:1]([CH3:2])([CH3:3])[c:4]1[n:5][c:6]([C:9](=[O:10])[O:11][CH3:12])[s:7][cH:8]1>>[CH:1]([CH3:2])([CH3:3])[c:4]1[n:5][c:6]([CH2:9][OH:10])[s:7][cH:8]1. Reactants: CC(C)CC1(C(CCSc2cccs2)C(=O)OC(C)(C)C)CCN(CCc2ccccc2)C1=O, ClCCl, O=C(O)C(F)(F)F. Yields the product CC(C)CC1(C(CCSc2cccs2)C(=O)O)CCN(CCc2ccccc2)C1=O. Reaction SMILES: [CH3:1][CH:2]([CH2:3][C:4]1([CH:18]([C:19](=[O:20])[O:21][C:22]([CH3:23])([CH3:24])[CH3:25])[CH2:26][CH2:27][S:28][c:29]2[s:30][cH:31][cH:32][cH:33]2)[C:5](=[O:17])[N:6]([CH2:9][CH2:10][c:11]2[cH:12][cH:13][cH:14][cH:15][cH:16]2)[CH2:7][CH2:8]1)[CH3:34].[Cl:42][CH2:43][Cl:44].[OH:35][C:36]([C:37]([F:38])([F:39])[F:40])=[O:41]>>[CH3:1][CH:2]([CH2:3][C:4]1([CH:18]([C:19](=[O:20])[OH:21])[CH2:26][CH2:27][S:28][c:29]2[s:30][cH:31][cH:32][cH:33]2)[C:5](=[O:17])[N:6]([CH2:9][CH2:10][c:11]2[cH:12][cH:13][cH:14][cH:15][cH:16]2)[CH2:7][CH2:8]1)[CH3:34]. Starting materials: CCOCC, O=C(CCl)N1CCC(Oc2ccc(Cl)cc2)CC1, Nc1ccc2[nH]c(=O)[nH]c2c1. The product is O=C(CNc1ccc2[nH]c(=O)[nH]c2c1)N1CCC(Oc2ccc(Cl)cc2)CC1. RXN SMILES: [CH2:30]([O:31][CH2:32][CH3:33])[CH3:34].[Cl:12][CH2:13][C:14](=[O:15])[N:16]1[CH2:17][CH2:18][CH:19]([O:22][c:23]2[cH:24][cH:25][c:26]([Cl:29])[cH:27][cH:28]2)[CH2:20][CH2:21]1.[NH2:1][c:2]1[cH:3][c:4]2[c:5]([nH:6][c:7](=[O:9])[nH:8]2)[cH:10][cH:11]1>>[NH:1]([c:2]1[cH:3][c:4]2[c:5]([nH:6][c:7](=[O:9])[nH:8]2)[cH:10][cH:11]1)[CH2:13][C:14](=[O:15])[N:16]1[CH2:17][CH2:18][CH:19]([O:22][c:23]2[cH:24][cH:25][c:26]([Cl:29])[cH:27][cH:28]2)[CH2:20][CH2:21]1.